This data is from the Open Reaction Database (ORD), a public repository of structured organic reaction records. The task is: describe an organic reaction: reactants, conditions, products, and yield The reactants are BrC=1C(=NC(=C(C(=O)O)C1)C(F)(F)F)OCC1=NC=CC=C1 (5-bromo-6-(pyridin-2-ylmethoxy)-2-trifluoromethyl-nicotinic acid), N[C@H]1[C@@H](CCCC1)O ((1R,2R)-2-amino-cyclohexanol). Product: BrC=1C(=NC(=C(C(=O)N[C@H]2[C@@H](CCCC2)O)C1)C(F)(F)F)OCC1=NC=CC=C1 (5-Bromo-N-((1R,2R)-2-hydroxy-cyclohexyl)-6-(pyridin-2-ylmethoxy)-2-trifluoromethyl-nicotinamide). As a reaction SMILES: [Br:1][C:2]1[C:3]([O:15][CH2:16][C:17]2[CH:22]=[CH:21][CH:20]=[CH:19][N:18]=2)=[N:4][C:5]([C:11]([F:14])([F:13])[F:12])=[C:6]([CH:10]=1)[C:7]([OH:9])=O.[NH2:23][C@@H:24]1[CH2:29][CH2:28][CH2:27][CH2:26][C@H:25]1[OH:30]>>[Br:1][C:2]1[C:3]([O:15][CH2:16][C:17]2[CH:22]=[CH:21][CH:20]=[CH:19][N:18]=2)=[N:4][C:5]([C:11]([F:14])([F:13])[F:12])=[C:6]([CH:10]=1)[C:7]([NH:23][C@@H:24]1[CH2:29][CH2:28][CH2:27][CH2:26][C@H:25]1[OH:30])=[O:9]. Procedure details: The title compound was synthesized in analogy to Example 1c, using 5-bromo-6-(pyridin-2-ylmethoxy)-2-trifluoromethyl-nicotinic acid and (1R,2R)-2-amino-cyclohexanol as starting materials, MS (ISP) 476.1 (M+H)+. As a reaction SMILES: C(O[CH:4]=[C:5]([C:11]([O:13]CC)=O)[C:6]([O:8]CC)=[O:7])C.[CH3:16][CH:17]1[CH2:25][C:24]2[C:19](=[CH:20][CH:21]=[CH:22][C:23]=2[Cl:26])[NH:18]1.P(=O)(O)(O)O.O=P12OP3(OP(OP(O3)(O1)=O)(=O)O2)=O.[OH-].[Na+]>>[Cl:26][C:23]1[C:24]2[CH2:25][CH:17]([CH3:16])[N:18]3[C:19]=2[C:20]([C:11](=[O:13])[C:5]([C:6]([OH:8])=[O:7])=[CH:4]3)=[CH:21][CH:22]=1 |f:4.5|. The yield is 71.1%. Product: ClC1=CC=C2C(C(=CN3C2=C1CC3C)C(=O)O)=O (9-chloro-2-methyl-6-oxo-1,2-dihydro-6H-pyrrolo[3,2,1-ij]quinoline-5-carboxylic acid). Starting materials: C(C)OC=C(C(=O)OCC)C(=O)OCC (diethyl ethoxymethylenemalonate), CC1NC2=CC=CC(=C2C1)Cl (2-methyl-4-chloroindoline), polyphosphoric acid, P(O)(O)(O)=O (phosphoric acid), O=P12OP3(=O)OP(=O)(O1)OP(=O)(O2)O3 (phosphorus pentoxide), [OH-].[Na+] (sodium hydroxide), ice water. Reported procedure: 4.4 g of diethyl ethoxymethylenemalonate was added to 3.4 g of 2-methyl-4-chloroindoline and the mixture was heated on an oil bath at 110° to 120° C. for 40 minutes. 20 g of polyphosphoric acid prepared from 10 g of phosphoric acid and 10 g of phosphorus pentoxide was added thereto and the mixture was heated on an oil bath at 130° to 140° C. for 1 hour. After completion of the reaction, the mixture was allowed to cool to 60° C., poured into ice water and rendered neutral with a 10% aqueous sodiu... Conditions: temperature 60 celsius. The reactants are O=C([O-])[O-], Cc1ccccc1, [K+], [K+], [K+], OCCN1CCOCC1, [OH-], O=C1N(c2ccc3ncsc3c2)CCN1c1cnccc1Cl. The product is O=C1N(c2ccc3ncsc3c2)CCN1c1cnccc1OCCN1CCOCC1. As a reaction SMILES: [C:34](=[O:35])([O-:36])[O-:37].[CH3:40][c:41]1[cH:42][cH:43][cH:44][cH:45][cH:46]1.[K+:33].[K+:38].[K+:39].[O:23]1[CH2:24][CH2:25][N:26]([CH2:29][CH2:30][OH:31])[CH2:27][CH2:28]1.[OH-:32].[s:1]1[cH:2][n:3][c:4]2[c:5]1[cH:6][c:7]([N:10]1[C:11](=[O:22])[N:12]([c:15]3[cH:16][n:17][cH:18][cH:19][c:20]3[Cl:21])[CH2:13][CH2:14]1)[cH:8][cH:9]2>>[s:1]1[cH:2][n:3][c:4]2[c:5]1[cH:6][c:7]([N:10]1[C:11](=[O:22])[N:12]([c:15]3[cH:16][n:17][cH:18][cH:19][c:20]3[O:31][CH2:30][CH2:29][N:26]3[CH2:25][CH2:24][O:23][CH2:28][CH2:27]3)[CH2:13][CH2:14]1)[cH:8][cH:9]2. Starting materials: N=C(c1ccccc1)c1ccccc1, O=C([O-])[O-], Cc1ccccc1, CCOCC, [Cs+], [Cs+], CN1C(=O)C(c2cn(C)c3ccccc23)=C(c2ccc(OS(=O)(=O)C(F)(F)F)c3ccoc23)C1=O, c1ccc(P(c2ccccc2)c2ccc3ccccc3c2-c2c(P(c3ccccc3)c3ccccc3)ccc3ccccc23)cc1. Yields the product CN1C(=O)C(c2cn(C)c3ccccc23)=C(c2ccc(N=C(c3ccccc3)c3ccccc3)c3ccoc23)C1=O. RXN SMILES: [C:36]([c:37]1[cH:38][cH:39][cH:40][cH:41][cH:42]1)([c:43]1[cH:44][cH:45][cH:46][cH:47][cH:48]1)=[NH:49].[C:96](=[O:97])([O-:98])[O-:99].[CH3:102][c:103]1[cH:104][cH:105][cH:106][cH:107][cH:108]1.[CH3:109][CH2:110][O:111][CH2:112][CH3:113].[Cs+:100].[Cs+:101].[F:1][C:2]([S:3]([O:4][c:9]1[cH:10][cH:11][c:12]([C:18]2=[C:22]([c:23]3[cH:24][n:25]([CH3:32])[c:26]4[cH:27][cH:28][cH:29][cH:30][c:31]34)[C:21](=[O:33])[N:20]([CH3:34])[C:19]2=[O:35])[c:13]2[o:14][cH:15][cH:16][c:17]12)(=[O:5])=[O:6])([F:7])[F:8].[c:50]1([P:51]([c:52]2[cH:53][cH:54][cH:55][cH:56][cH:57]2)[c:58]2[cH:59][cH:60][c:61]3[c:62]([cH:63][cH:64][cH:65][cH:66]3)[c:67]2-[c:68]2[c:69]3[c:70]([cH:71][cH:72][cH:73][cH:74]3)[cH:75][cH:76][c:77]2[P:78]([c:79]2[cH:80][cH:81][cH:82][cH:83][cH:84]2)[c:85]2[cH:86][cH:87][cH:88][cH:89][cH:90]2)[cH:91][cH:92][cH:93][cH:94][cH:95]1>>[c:9]1([N:49]=[C:36]([c:37]2[cH:38][cH:39][cH:40][cH:41][cH:42]2)[c:43]2[cH:44][cH:45][cH:46][cH:47][cH:48]2)[cH:10][cH:11][c:12]([C:18]2=[C:22]([c:23]3[cH:24][n:25]([CH3:32])[c:26]4[cH:27][cH:28][cH:29][cH:30][c:31]34)[C:21](=[O:33])[N:20]([CH3:34])[C:19]2=[O:35])[c:13]2[o:14][cH:15][cH:16][c:17]12. As a reaction SMILES: [CH3:37][OH:38].[Cl:1][c:2]1[cH:3][c:4]([CH:19]([C:20]([O:21][CH3:22])=[O:23])[c:24]2[c:25]([F:33])[cH:26][c:27]([N+:30](=[O:31])[O-:32])[cH:28][cH:29]2)[c:5]2[c:6]([n:7]1)[n:8]([CH2:11][O:12][CH2:13][CH2:14][Si:15]([CH3:16])([CH3:17])[CH3:18])[cH:9][cH:10]2.[Li+:34].[OH-:35].[OH2:36]>>[Cl:1][c:2]1[cH:3][c:4]([CH2:19][c:24]2[c:25]([F:33])[cH:26][c:27]([N+:30](=[O:31])[O-:32])[cH:28][cH:29]2)[c:5]2[c:6]([n:7]1)[n:8]([CH2:11][O:12][CH2:13][CH2:14][Si:15]([CH3:16])([CH3:17])[CH3:18])[cH:9][cH:10]2. The product is C[Si](C)(C)CCOCn1ccc2c(Cc3ccc([N+](=O)[O-])cc3F)cc(Cl)nc21. The reactants are CO, COC(=O)C(c1ccc([N+](=O)[O-])cc1F)c1cc(Cl)nc2c1ccn2COCC[Si](C)(C)C, [Li+], [OH-], O.